The task is: describe an organic reaction: reactants, conditions, products, and yield. This data is from the Open Reaction Database (ORD), a public repository of structured organic reaction records. Starting materials: FC(CNC=1C(N(C(=CN1)C)CCCO)=O)(C1=CC=CC=C1)F (3-(2,2-Difluoro-2-phenylethylamino)-1-(3-hydroxypropyl)-6-methylpyrazinone), C(Br)(Br)(Br)Br (carbon tetrabromide), C1(=CC=CC=C1)P(C1=CC=CC=C1)C1=CC=CC=C1 (triphenylphosphine). The solvent is ClCCl (dichloromethane). Conditions: time 2 hour. The product is FC(CNC=1C(N(C(=CN1)C)CCCBr)=O)(C1=CC=CC=C1)F (3-(2,2-Difluoro-2-phenylethylamino)-1-(3-bromopropyl)-6-methylpyrazinone). Yield: 97.6%. RXN SMILES: [F:1][C:2]([F:23])([C:17]1[CH:22]=[CH:21][CH:20]=[CH:19][CH:18]=1)[CH2:3][NH:4][C:5]1[C:6](=[O:16])[N:7]([CH2:12][CH2:13][CH2:14]O)[C:8]([CH3:11])=[CH:9][N:10]=1.C(Br)(Br)(Br)[Br:25].C1(P(C2C=CC=CC=2)C2C=CC=CC=2)C=CC=CC=1>ClCCl>[F:1][C:2]([F:23])([C:17]1[CH:22]=[CH:21][CH:20]=[CH:19][CH:18]=1)[CH2:3][NH:4][C:5]1[C:6](=[O:16])[N:7]([CH2:12][CH2:13][CH2:14][Br:25])[C:8]([CH3:11])=[CH:9][N:10]=1. Reported procedure: To a magnetically stirred solution of 3-(2,2-difluoro-2-phenylethylamino)-1-(3-hydroxypropyl)-6-methylpyrazinone (2-12) (0.267 g, 0.82 mmol) and carbon tetrabromide (0.328 g, 0.99 mmol) in dichloromethane (10 mL), was added triphenylphosphine (0.26 g, 0.99 mmol) portionwise with ice-bath cooling. After the addition was complete, the mixture was stirred for an additional 2 hours. The solvent was removed in vacuo. The residue was purified by silica gel column chromatography using ethyl acetate/n-h... The reactants are Cn1cc2cc(-c3ccc(C#N)cc3)cc(COCC3(c4ccccc4)CCN(C(=O)OC(C)(C)C)CC3)c2n1, O=C(O)C(F)(F)F. Reaction SMILES: [C:1](#[N:2])[c:3]1[cH:4][cH:5][c:6](-[c:9]2[cH:10][c:11]3[cH:12][n:13]([CH3:40])[n:14][c:15]3[c:16]([CH2:18][O:19][CH2:20][C:21]3([c:34]4[cH:35][cH:36][cH:37][cH:38][cH:39]4)[CH2:22][CH2:23][N:24]([C:27]([O:28][C:29]([CH3:30])([CH3:31])[CH3:32])=[O:33])[CH2:25][CH2:26]3)[cH:17]2)[cH:7][cH:8]1.[OH:41][C:42]([C:43]([F:44])([F:45])[F:46])=[O:47]>>[C:1](#[N:2])[c:3]1[cH:4][cH:5][c:6](-[c:9]2[cH:10][c:11]3[cH:12][n:13]([CH3:40])[n:14][c:15]3[c:16]([CH2:18][O:19][CH2:20][C:21]3([c:34]4[cH:35][cH:36][cH:37][cH:38][cH:39]4)[CH2:22][CH2:23][NH:24][CH2:25][CH2:26]3)[cH:17]2)[cH:7][cH:8]1. Product: Cn1cc2cc(-c3ccc(C#N)cc3)cc(COCC3(c4ccccc4)CCNCC3)c2n1.